Dataset: the Open Reaction Database (ORD), a public repository of structured organic reaction records. Task: describe an organic reaction: reactants, conditions, products, and yield Starting materials: NC1C2=C(SCC3=C1C=CC=C3)C=CC(=C2)C (11-amino-2-methyl-6,11-dihydrodibenzo[b,e]thiepin), FC1=CC=C(C=C1)N1CCN(CC1)CCCC(=O)O (4-[4-(4-fluorophenyl)-1-piperazinyl]butyric acid), C1(CCCCC1)N=C=NC1CCCCC1 (dicyclohexylcarbodiimide). Run in C(Cl)Cl (methylene chloride). Run at time 15 hour. The product is FC1=CC=C(C=C1)N1CCN(CC1)CCCC(=O)NC1C2=C(SCC3=C1C=CC=C3)C=CC(=C2)C (11-[4-[4-(4-fluorophenyl)-1-piperazinyl]butyrylamino]-2-methyl-6,11-dihydrodibenzo[b,e]thiepin). Yield: 41.1%. Reaction SMILES: [NH2:1][CH:2]1[C:8]2[CH:9]=[CH:10][CH:11]=[CH:12][C:7]=2[CH2:6][S:5][C:4]2[CH:13]=[CH:14][C:15]([CH3:17])=[CH:16][C:3]1=2.[F:18][C:19]1[CH:24]=[CH:23][C:22]([N:25]2[CH2:30][CH2:29][N:28]([CH2:31][CH2:32][CH2:33][C:34](O)=[O:35])[CH2:27][CH2:26]2)=[CH:21][CH:20]=1.C1(N=C=NC2CCCCC2)CCCCC1>C(Cl)Cl>[F:18][C:19]1[CH:20]=[CH:21][C:22]([N:25]2[CH2:26][CH2:27][N:28]([CH2:31][CH2:32][CH2:33][C:34]([NH:1][CH:2]3[C:8]4[CH:9]=[CH:10][CH:11]=[CH:12][C:7]=4[CH2:6][S:5][C:4]4[CH:13]=[CH:14][C:15]([CH3:17])=[CH:16][C:3]3=4)=[O:35])[CH2:29][CH2:30]2)=[CH:23][CH:24]=1. Procedure: A mixture of 2.4 g of 11-amino-2-methyl-6,11-dihydrodibenzo[b,e]thiepin, 2.9 g of 4-[4-(4-fluorophenyl)-1-piperazinyl]butyric acid, 2.3 g of dicyclohexylcarbodiimide and 50 ml of methylene chloride is stirred at room temperature for 15 hours. After removal of the precipitated crystals by filtration, the filtrate is concentrated under reduced pressure. The residue is recrystallized from ethyl acetate to give 2.0 g of the title compound, m.p. 205°-207° C.